From a dataset of the Open Reaction Database (ORD), a public repository of structured organic reaction records. describe an organic reaction: reactants, conditions, products, and yield Reactants: ClC=1C=C(C(=O)C2CCNCC2)C=CC1Cl (4-(3,4-dichlorobenzoyl)piperidine), C(CO)O (ethylene glycol), O.C1(=CC=C(C=C1)S(=O)(=O)O)C (p-toluenesulfonic acid mono hydrate). The solvent is C1(=CC=CC=C1)C (toluene). The product is ClC=1C=C(C=CC1Cl)C1(OCCO1)C1CCNCC1 (4-[2-(3,4-dichlorophenyl)-[1,3]dioxolan-2-yl]piperidine). Isolated yield 51.0%. As a reaction SMILES: [Cl:1][C:2]1[CH:3]=[C:4]([CH:13]=[CH:14][C:15]=1[Cl:16])[C:5]([CH:7]1[CH2:12][CH2:11][NH:10][CH2:9][CH2:8]1)=[O:6].[CH2:17](O)[CH2:18][OH:19].O.C1(C)C=CC(S(O)(=O)=O)=CC=1>C1(C)C=CC=CC=1>[Cl:1][C:2]1[CH:3]=[C:4]([C:5]2([CH:7]3[CH2:8][CH2:9][NH:10][CH2:11][CH2:12]3)[O:19][CH2:18][CH2:17][O:6]2)[CH:13]=[CH:14][C:15]=1[Cl:16] |f:2.3|. Procedure details: A mixture of 4-(3,4-dichlorobenzoyl)piperidine (1.0 g, 3.9 mmol), ethylene glycol (0.65 ml, 11.6 mmol), p-toluenesulfonic acid mono hydrate (1.48 g, 7.8 mmol), and toluene (100 mL) was refluxed through a Dean-Stark trap for 4 h. After concentration, the residue was stirred with ethyl acetate and dilute aqueous sodium bicarbonate solution. The organic layer was separated, dried over magnesium sulfate, and concentrated in vacuo to give 4-[2-(3,4-dichlorophenyl)-[1,3]dioxolan-2-yl]piperidine (0.6 g...